From a dataset of the Open Reaction Database (ORD), a public repository of structured organic reaction records. describe an organic reaction: reactants, conditions, products, and yield Starting materials: CC1=CC=C2C=CNC2=C1 (6-Methylindole), ZnBH4. Run in CCOCC (Et2O), CCOCC (Et2O). Reaction conditions: temperature 22 celsius, time 3 day. Product: CC1=CC=C2CCNC2=C1 (6-methyl-indoline). Yield: 90.0%. As a reaction SMILES: [CH3:1][C:2]1[CH:10]=[C:9]2[C:5]([CH:6]=[CH:7][NH:8]2)=[CH:4][CH:3]=1>CCOCC>[CH3:1][C:2]1[CH:10]=[C:9]2[C:5]([CH2:6][CH2:7][NH:8]2)=[CH:4][CH:3]=1. Reported procedure: 6-Methylindole (2.785 g, 21.2 mmol) in dry Et2O (30 mL) was chilled to 0° C. and a solution of ZnBH4 in Et2O (~1.5 eq.; 215 mL of 0.15M) was added. The mixture was stirred 3 days at 22° C. in darkness and then quenched by addition of 1M aqueous HCl (until no further H2(g) evolved on mixing) followed by basification to pH >10 with 2N NaOH. The ether phase was separated and washed with brine, tided over MgSO4(s), filtered, and concentrated in vacuo to afford >90% pure 6-methyl-indoline as a syrup ... Reactants: C=O, CCO, [Cl-], Cl, [K+], [K+], [Na+], O=C([O-])[O-], CC(NC(=O)OC(C)(C)C)C(=O)c1ccccc1. The product is CC(C)(C)OC(=O)NC(C)(CO)C(=O)c1ccccc1. Reaction SMILES: [CH2:19]=[O:20].[CH3:30][CH2:31][OH:32].[Cl-:28].[ClH:27].[K+:21].[K+:22].[Na+:29].[O-:23][C:24]([O-:25])=[O:26].[O:1]=[C:2]([CH:3]([CH3:4])[NH:5][C:6]([O:7][C:8]([CH3:9])([CH3:10])[CH3:11])=[O:12])[c:13]1[cH:14][cH:15][cH:16][cH:17][cH:18]1>>[O:1]=[C:2]([C:3]([CH3:4])([NH:5][C:6]([O:7][C:8]([CH3:9])([CH3:10])[CH3:11])=[O:12])[CH2:19][OH:20])[c:13]1[cH:14][cH:15][cH:16][cH:17][cH:18]1.